The task is: describe an organic reaction: reactants, conditions, products, and yield. This data is from the Open Reaction Database (ORD), a public repository of structured organic reaction records. The reactants are CNC(=O)C1=C(OC2=C1C=C(C(=C2)N(S(=O)(=O)C)C)B2OC(C(O2)(C)C)(C)C)C(=O)OC (methyl 3-(methylcarbamoyl)-6-(N-methylmethylsulfonamido)-5-(4,4,5,5-tetramethyl-1,3,2-dioxaborolan-2-yl)benzofuran-2-carboxylate), ClC=1C=CC2=C(C=3N(C=4C=CC=C(C4C3)F)CO2)N1 (2-chloro-11-fluoro-6H-pyrido[2′,3′:5,6][1,3]oxazino[3,4-a]indole), K3PO4.3H2O. The reagents and catalysts are C=1C=CC(=CC1)/C=C/C(=O)/C=C/C2=CC=CC=C2.C=1C=CC(=CC1)/C=C/C(=O)/C=C/C2=CC=CC=C2.C=1C=CC(=CC1)/C=C/C(=O)/C=C/C2=CC=CC=C2.[Pd].[Pd].CC(C)C1=CC(=C(C(=C1)C(C)C)C2=C(C=CC=C2)P(C3CCCCC3)C4CCCCC4)C(C)C (Pd2(dba)3 XPhos). Solvent: O1CCOCC1 (1,4-dioxane). Run at temperature 100 celsius, time 3 hour. The product is FC=1C=2C=C3N(C2C=CC1)COC1=C3N=C(C=C1)C=1C(=CC3=C(C(=C(O3)C(=O)OC)C(NC)=O)C1)N(S(=O)(=O)C)C (methyl 5-(11-fluoro-6H-pyrido[2′,3′:5,6][1,3]oxazino[3,4-a]indol-2-yl)-3-(methylcarbamoyl)-6-(N-methylmethylsulfonamido)benzofuran-2-carboxylate). Yield: 80.7%. RXN SMILES: [CH3:1][NH:2][C:3]([C:5]1[C:9]2[CH:10]=[C:11](B3OC(C)(C)C(C)(C)O3)[C:12]([N:14]([CH3:19])[S:15]([CH3:18])(=[O:17])=[O:16])=[CH:13][C:8]=2[O:7][C:6]=1[C:29]([O:31][CH3:32])=[O:30])=[O:4].Cl[C:34]1[CH:35]=[CH:36][C:37]2[O:50][CH2:49][N:40]3[C:41]4[CH:42]=[CH:43][CH:44]=[C:45]([F:48])[C:46]=4[CH:47]=[C:39]3[C:38]=2[N:51]=1>O1CCOCC1.C1C=CC(/C=C/C(/C=C/C2C=CC=CC=2)=O)=CC=1.C1C=CC(/C=C/C(/C=C/C2C=CC=CC=2)=O)=CC=1.C1C=CC(/C=C/C(/C=C/C2C=CC=CC=2)=O)=CC=1.[Pd].[Pd].CC(C1C=C(C(C)C)C(C2C=CC=CC=2P(C2CCCCC2)C2CCCCC2)=C(C(C)C)C=1)C>[F:48][C:45]1[C:46]2[CH:47]=[C:39]3[C:38]4[N:51]=[C:34]([C:11]5[C:12]([N:14]([CH3:19])[S:15]([CH3:18])(=[O:16])=[O:17])=[CH:13][C:8]6[O:7][C:6]([C:29]([O:31][CH3:32])=[O:30])=[C:5]([C:3](=[O:4])[NH:2][CH3:1])[C:9]=6[CH:10]=5)[CH:35]=[CH:36][C:37]=4[O:50][CH2:49][N:40]3[C:41]=2[CH:42]=[CH:43][CH:44]=1 |f:3.4.5.6.7.8|. Procedure: To a mixture of compound methyl 3-(methylcarbamoyl)-6-(N-methylmethylsulfonamido)-5-(4,4,5,5-tetramethyl-1,3,2-dioxaborolan-2-yl)benzofuran-2-carboxylate (700 mg, 1.50 mmol), 2-chloro-11-fluoro-6H-pyrido[2′,3′:5,6][1,3]oxazino[3,4-a]indole (536 mg, 1.95 mmol) and K3PO4.3H2O (1.20 g, 4.50 mmol) in 1,4-dioxane (25 mL), Pd2(dba)3/XPhos (50 mg/50 mg) was added under N2 protection. After stirring at 100° C. for 3 h, the reaction mixture was concentrated in vacuo, suspended in water and extracted with... The reactants are [N+](=O)(O)[O-].O([N+](=O)[O-])CCN (2-nitroxyethylamine nitrate), C[O-].[Na+] (sodium methoxide), C(#N)N=C(OC(C)C)C=1C=NC=CC1 (Isopropyl N-cyano-3-pyridinecarboximidate). Run in CO (methanol). Reaction conditions: time 10 minute. Product: C(#N)NC(=NCCO[N+](=O)[O-])C=1C=NC=CC1 (N-cyano-N'-(2-nitroxyethyl)-3-pyridinecarboximidamide). Yield: 80.8%. RXN SMILES: [C:1]([N:3]=[C:4]([C:9]1[CH:10]=[N:11][CH:12]=[CH:13][CH:14]=1)OC(C)C)#[N:2].[N+]([O-])(O)=O.[O:19]([CH2:23][CH2:24][NH2:25])[N+:20]([O-:22])=[O:21].C[O-].[Na+]>CO>[C:1]([NH:3][C:4]([C:9]1[CH:10]=[N:11][CH:12]=[CH:13][CH:14]=1)=[N:25][CH2:24][CH2:23][O:19][N+:20]([O-:22])=[O:21])#[N:2] |f:1.2,3.4|. Procedure details: Isopropyl N-cyano-3-pyridinecarboximidate (0.50 g, 2.6 mmol) was dissolved in methanol (10 ml), and 2-nitroxyethylamine nitrate (0.49 g, 2.9 mmol) and sodium methoxide (0.16 g, 2.9 mmol) were added. The mixture was stirred at room temperature for 10 minutes. After the reaction was completed, the reaction solution was concentrated under reduced pressure, and the residue was extracted with dichloromethane (50 ml×3). The dichloromethane layer was dried over anhydrous sodium sulfate and concentrated... The reactants are C(C)(C)(C)OC(=O)N1C(C=CC2=CC=CC=C12)(C)C (1-tert-Butoxycarbonyl-1,2-dihydro-2,2-dimethylquinoline), C=1C=C[NH+]=CC1.[O-][Cr](=O)(=O)Cl (PCC). The solvent is C1CCOC1 (THF), C1CCOC1 (THF), C1CCOC1 (THF), C(Cl)Cl (methylene chloride). Reaction conditions: time 60 minute. Product: C(C)(C)(C)OC(=O)N1C(CC(C2=CC=CC=C12)=O)(C)C (1-tert-butoxycarbonyl-1,2,3,4-tetrahydro-2,2-dimethyl-4-quinolinone). Yield: 19.1%. RXN SMILES: [C:1]([O:5][C:6]([N:8]1[C:17]2[C:12](=[CH:13][CH:14]=[CH:15][CH:16]=2)[CH:11]=[CH:10][C:9]1([CH3:19])[CH3:18])=[O:7])([CH3:4])([CH3:3])[CH3:2].C1C=C[NH+]=CC=1.[O-:26][Cr](Cl)(=O)=O>C1COCC1.C(Cl)Cl>[C:1]([O:5][C:6]([N:8]1[C:17]2[C:12](=[CH:13][CH:14]=[CH:15][CH:16]=2)[C:11](=[O:26])[CH2:10][C:9]1([CH3:19])[CH3:18])=[O:7])([CH3:4])([CH3:2])[CH3:3] |f:1.2|. Procedure: A solution of aniline (19 mL, 0.20 mol), 3-acetoxy-3-methyl-1-butyne (26 g. 0.20 mol), CuCl (1.0 g, 10 mmol) and Et3N (28 mL, 0.20 mol) in THF (120 mL) was heated at reflux for 5 h and was filtered through a pad of Celite™. Removal of solvent and chromatography of the crude mixture (silica gel, EtOAc/hexane, 3/7) afforded 21 g (67%) of 3-methyl-3-phenylamino-1-butyne. Treatment of the aminobutyne with CuCl (0.70 mg, 7.0 mmol) in THF (200 mL) at 70° C. for 16 h followed by chromatography (silica ... Starting materials: O1CCOCC1 (1,4-dioxane), BrC1=C/C(/OC1(C)C)=C/1\C(NC2=CC(=C(C=C12)F)F)=O ((3E)-3-(4-bromo-5,5-dimethylfuran-2(5H)-ylidene)-5,6-difluoro-1,3-dihydro-2H-indol-2-one), C(=O)C1=CC=C(C=C1)B(O)O (4-formylphenylboronic acid), C(=O)([O-])[O-].[Na+].[Na+] (Na2CO3). The reagents and catalysts are Cl[Pd]([P](C1=CC=CC=C1)(C2=CC=CC=C2)C3=CC=CC=C3)([P](C4=CC=CC=C4)(C5=CC=CC=C5)C6=CC=CC=C6)Cl (PdCl2(PPh3)2). The solvent is CCOC(=O)C (EtOAc). Conditions: temperature 80 celsius. Yields the product FC=1C=C2/C(/C(NC2=CC1F)=O)=C\1/C=C(C(O1)(C)C)C1=CC=C(C=O)C=C1 (4-[(5E)-5-(5,6-difluoro-2-oxo-1,2-dihydro-3H-indol-3-ylidene)-2,2-dimethyl-2,5-dihydrofuran-3-yl]benzaldehyde), crude product. As a reaction SMILES: O1CCOCC1.Br[C:8]1[C:12]([CH3:14])([CH3:13])[O:11]/[C:10](=[C:15]2/[C:16](=[O:26])[NH:17][C:18]3[C:23]/2=[CH:22][C:21]([F:24])=[C:20]([F:25])[CH:19]=3)/[CH:9]=1.[CH:27]([C:29]1[CH:34]=[CH:33][C:32](B(O)O)=[CH:31][CH:30]=1)=[O:28].C([O-])([O-])=O.[Na+].[Na+]>CCOC(C)=O.Cl[Pd](Cl)([P](C1C=CC=CC=1)(C1C=CC=CC=1)C1C=CC=CC=1)[P](C1C=CC=CC=1)(C1C=CC=CC=1)C1C=CC=CC=1>[F:24][C:21]1[CH:22]=[C:23]2[C:18](=[CH:19][C:20]=1[F:25])[NH:17][C:16](=[O:26])/[C:15]/2=[C:10]1\[CH:9]=[C:8]([C:32]2[CH:33]=[CH:34][C:29]([CH:27]=[O:28])=[CH:30][CH:31]=2)[C:12]([CH3:14])([CH3:13])[O:11]\1 |f:3.4.5,^1:52,71|. Reported procedure: To 10 mL of 1,4-dioxane was added (3E)-3-(4-bromo-5,5-dimethylfuran-2(5H)-ylidene)-5,6-difluoro-1,3-dihydro-2H-indol-2-one (85 mg, 0.25 mmol), 4-formylphenylboronic acid (45 mg, 0.30 mmol), PdCl2(PPh3)2 (10 mg, 0.014 mmol), 2M Na2CO3 aqueous solution (0.5 mL, 1.0 mmol). The mixture was heated at 80° C. under N2 for 30 minutes. After cooling to room temperature, the mixture was diluted with EtOAc (80 mL). The EtOAc solution was washed with brine (2×50 mL), dried over Na2SO4, and concentrated to g...